Dataset: the Open Reaction Database (ORD), a public repository of structured organic reaction records. Task: describe an organic reaction: reactants, conditions, products, and yield Starting materials: ClC1=C(OCCCCOCC=O)C(=CC(=C1)OCC=C(Cl)Cl)Cl (4-(2,6-dichloro-4-(3,3-dichloro-2-propenyloxy)phenoxy)butyloxyacetaldehyde), crude product, ClC(C(=O)OCC)(Cl)Cl (ethyl trichloroacetate), Cl (hydrochloric acid). The reagents and catalysts are [Zn] (zinc). Run in CN(C=O)C (N,N-dimethylformamide). Yields the product ClC=1C=C(C=C(C1OCCCCOCC=C(C(=O)OCC)Cl)Cl)OCC=C(Cl)Cl (3,5-dichloro-1-(3,3-dichloro-2-propenyloxy)-4-(4-(3-chloro-3-ethoxycarbonyl-2-propenyloxy)butyloxy)benzene). The yield is 5.0%. Reaction SMILES: [Cl:1][C:2]1[CH:16]=[C:15]([O:17][CH2:18][CH:19]=[C:20]([Cl:22])[Cl:21])[CH:14]=[C:13]([Cl:23])[C:3]=1[O:4][CH2:5][CH2:6][CH2:7][CH2:8][O:9][CH2:10][CH:11]=O.[Cl:24][C:25](Cl)(Cl)[C:26]([O:28][CH2:29][CH3:30])=[O:27].Cl>[Zn].CN(C)C=O>[Cl:23][C:13]1[CH:14]=[C:15]([O:17][CH2:18][CH:19]=[C:20]([Cl:21])[Cl:22])[CH:16]=[C:2]([Cl:1])[C:3]=1[O:4][CH2:5][CH2:6][CH2:7][CH2:8][O:9][CH2:10][CH:11]=[C:25]([Cl:24])[C:26]([O:28][CH2:29][CH3:30])=[O:27]. Procedure: To a mixture of 0.60 g of 4-(2,6-dichloro-4-(3,3-dichloro-2-propenyloxy)phenoxy)butyloxyacetaldehyde, 0.29 g of zinc dust and 10 ml of N,N-dimethylformamide was added ethyl trichloroacetate with stirring at room temperature. After stirring at room temperature for 2 hours, the reaction mixture was poured into 10 ml of diluted hydrochloric acid and extracted twice with diethyl ether. The diethyl ether layers were combined, washed with water, dried over magnesium sulfate and then evaporated to give...